From a dataset of the Open Reaction Database (ORD), a public repository of structured organic reaction records. describe an organic reaction: reactants, conditions, products, and yield Procedure: 100 mg (0.30 mmol) of the compound of Example 69A is reacted analogously to the synthesis of the compound of Example 4 with 32 mg (0.32 mmol) of 2-oxopiperazine. 111 mg (890% of theory) of the title compound is obtained. Yields the product ClC=1C=C(C=CC1)N1N=C(C=C1C1=CC(=NC=C1)Cl)C(=O)N1CC(NCC1)=O (4-{[1-(3-Chlorophenyl)-5-(2-chloropyridin-4-yl)-1H-pyrazol-3-yl]carbonyl}piperazin-2-one). Starting materials: ClC=1C=C(C=CC1)N1N=C(C=C1C1=CC(=NC=C1)Cl)C(=O)O (1-(3-Chlorophenyl)-5-(2-chloropyridin-4-yl)-1H-pyrazole-3-carboxylic acid), ClC=1C=C(C=C(C1)F)C1=CC(=NN1C=1C=NC=CC1)C(=O)N1CC(NCC1)=O (4-{[5-(3-Chloro-5-fluorophenyl)-1-(pyridin-3-yl)-1H-pyrazol-3-yl]carbonyl}piperazin-2-one), O=C1NCCNC1 (2-oxopiperazine). RXN SMILES: [Cl:1][C:2]1[CH:3]=[C:4]([N:8]2[C:12]([C:13]3[CH:18]=[CH:17][N:16]=[C:15]([Cl:19])[CH:14]=3)=[CH:11][C:10]([C:20](O)=[O:21])=[N:9]2)[CH:5]=[CH:6][CH:7]=1.ClC1C=C(C2N(C3C=NC=CC=3)N=C(C([N:44]3[CH2:49][CH2:48][NH:47][C:46](=[O:50])[CH2:45]3)=O)C=2)C=C(F)C=1.O=C1CNCCN1>>[Cl:1][C:2]1[CH:3]=[C:4]([N:8]2[C:12]([C:13]3[CH:18]=[CH:17][N:16]=[C:15]([Cl:19])[CH:14]=3)=[CH:11][C:10]([C:20]([N:44]3[CH2:49][CH2:48][NH:47][C:46](=[O:50])[CH2:45]3)=[O:21])=[N:9]2)[CH:5]=[CH:6][CH:7]=1. Reactants: [Cl-].[NH4+] (ammonium chloride), COCCCOC1=C(C(=O)NC[C@@H](C[C@@H]([C@H]2OC2)NC(OC(C)(C)C)=O)C(C)C)C=CC=C1 (tert-butyl (3(S)-{[2-(3-methoxypropoxy)benzoylamino]methyl}-4-methyl-1(S)—(R)-oxiranylpentyl)carbamate), [N-]=[N+]=[N-].[Na+] (sodium azide). Run in CO (methanol). Yields the product N(=[N+]=[N-])C[C@H](O)[C@H](C[C@@H](C(C)C)CNC(C1=C(C=CC=C1)OCCCOC)=O)NC(OC(C)(C)C)=O (tert-Butyl (1(S)-(2-azido-1(S)-hydroxyethyl)-3(S)-{[2-(3-methoxypropoxy)benzoylamino]-methyl}4-methylpentyl)carbamate), SiO2. Reaction SMILES: [CH3:1][O:2][CH2:3][CH2:4][CH2:5][O:6][C:7]1[CH:33]=[CH:32][CH:31]=[CH:30][C:8]=1[C:9]([NH:11][CH2:12][C@H:13]([CH:27]([CH3:29])[CH3:28])[CH2:14][C@H:15]([NH:19][C:20](=[O:26])[O:21][C:22]([CH3:25])([CH3:24])[CH3:23])[C@@H:16]1[CH2:18][O:17]1)=[O:10].[N-:34]=[N+:35]=[N-:36].[Na+].[Cl-].[NH4+]>CO>[N:34]([CH2:18][C@@H:16]([C@@H:15]([NH:19][C:20](=[O:26])[O:21][C:22]([CH3:23])([CH3:25])[CH3:24])[CH2:14][C@H:13]([CH2:12][NH:11][C:9](=[O:10])[C:8]1[CH:30]=[CH:31][CH:32]=[CH:33][C:7]=1[O:6][CH2:5][CH2:4][CH2:3][O:2][CH3:1])[CH:27]([CH3:29])[CH3:28])[OH:17])=[N+:35]=[N-:36] |f:1.2,3.4|. Procedure details: The solution of 0.600 g of tert-butyl (3(S)-{[2-(3-methoxypropoxy)benzoylamino]methyl}-4-methyl-1(S)—(R)-oxiranylpentyl)carbamate (Example 1b) in 12 ml of methanol is admixed with 0.208 g of sodium azide and 0.123 g of ammonium chloride, and stirred at reflux over 6 hours. The reaction solution is cooled, poured onto ice-water and extracted with tert-butyl methyl ether (2×). The combined organic phases are washed with water and brine, dried over sodium sulphate and concentrated by evaporation. T... Starting materials: CO, Nc1ccc(C2CCCCC2)cc1, COC(=O)c1ccc2c(c1)CCCC2=O. Yields the product COC(=O)c1ccc2c(c1)CCCC2Nc1ccc(C2CCCCC2)cc1. As a reaction SMILES: [CH3:29][OH:30].[CH:16]1([c:22]2[cH:23][cH:24][c:25]([NH2:26])[cH:27][cH:28]2)[CH2:17][CH2:18][CH2:19][CH2:20][CH2:21]1.[O:1]=[C:2]1[c:3]2[cH:4][cH:5][c:6]([C:12](=[O:13])[O:14][CH3:15])[cH:7][c:8]2[CH2:9][CH2:10][CH2:11]1>>[CH:2]1([NH:26][c:25]2[cH:24][cH:23][c:22]([CH:16]3[CH2:17][CH2:18][CH2:19][CH2:20][CH2:21]3)[cH:28][cH:27]2)[c:3]2[cH:4][cH:5][c:6]([C:12](=[O:13])[O:14][CH3:15])[cH:7][c:8]2[CH2:9][CH2:10][CH2:11]1. Starting materials: ClC1=NC=CC=C1[N+](=O)[O-] (2-chloro-3-nitropyridine), CN1CCNCC1 (1-methylpiperazine), C([O-])([O-])=O.[Cs+].[Cs+] (cesium carbonate). The reagents and catalysts are C=1C=CC(=CC1)/C=C/C(=O)/C=C/C2=CC=CC=C2.C=1C=CC(=CC1)/C=C/C(=O)/C=C/C2=CC=CC=C2.C=1C=CC(=CC1)/C=C/C(=O)/C=C/C2=CC=CC=C2.[Pd].[Pd] (Pd2(dba)3), CC1(C2=C(C(=CC=C2)P(C3=CC=CC=C3)C4=CC=CC=C4)OC5=C(C=CC=C51)P(C6=CC=CC=C6)C7=CC=CC=C7)C (xanthphos). Solvent: O1CCOCC1 (dioxane). Conditions: temperature 90 celsius. Product: CN1CCN(CC1)C1=NC=CC=C1[N+](=O)[O-] (1-methyl-4-(3-nitro-pyridin-2-yl)-piperazine). The yield is 92.7%. Reaction SMILES: Cl[C:2]1[C:7]([N+:8]([O-:10])=[O:9])=[CH:6][CH:5]=[CH:4][N:3]=1.[CH3:11][N:12]1[CH2:17][CH2:16][NH:15][CH2:14][CH2:13]1.C(=O)([O-])[O-].[Cs+].[Cs+]>C1C=CC(/C=C/C(/C=C/C2C=CC=CC=2)=O)=CC=1.C1C=CC(/C=C/C(/C=C/C2C=CC=CC=2)=O)=CC=1.C1C=CC(/C=C/C(/C=C/C2C=CC=CC=2)=O)=CC=1.[Pd].[Pd].CC1(C)C2C(=C(P(C3C=CC=CC=3)C3C=CC=CC=3)C=CC=2)OC2C(P(C3C=CC=CC=3)C3C=CC=CC=3)=CC=CC1=2.O1CCOCC1>[CH3:11][N:12]1[CH2:17][CH2:16][N:15]([C:2]2[C:7]([N+:8]([O-:10])=[O:9])=[CH:6][CH:5]=[CH:4][N:3]=2)[CH2:14][CH2:13]1 |f:2.3.4,5.6.7.8.9|. Procedure details: To a microwave vial was added 2-chloro-3-nitropyridine (LXXXI) (1.00 g, 6.31 mmol), 1-methylpiperazine (LXXXII) (0.758 g, 7.57 mmol), cesium carbonate (2.88 g, 8.83 mmol), Pd2(dba)3 (0.173 g, 0.189 mmol), xanthphos (0.109 g, 0.189 mmol), and dioxane (5 mL) The reaction vial was capped and purged with argon. The solution into the reaction vial was heated under microwave irradiation for 2 h at 90° C. The solution was filtered through a pad of Celite and concentrated to a residue under vacuum. The ... The reactants are OCC(C[C@@H]1N(C(OC1)(C)C)C(=O)OC(C)(C)C)(C)C ((S)-tert-butyl 4-(3-hydroxy-2,2-dimethylpropyl)-2,2-dimethyloxazolidine-3-carboxylate), [H-].[Na+] (NaH), CI (MeI). The solvent is CN(C)C=O (DMF), CN(C)C=O (DMF). Reaction conditions: time 2 hour. The product is COCC(C[C@@H]1N(C(OC1)(C)C)C(=O)OC(C)(C)C)(C)C ((S)-tert-butyl 4-(3-methoxy-2,2-dimethylpropyl)-2,2-dimethyloxazolidine-3-carboxylate). Isolated yield 92.3%. Reaction SMILES: [H-].[Na+].[OH:3][CH2:4][C:5]([CH3:22])([CH3:21])[CH2:6][C@H:7]1[CH2:11][O:10][C:9]([CH3:13])([CH3:12])[N:8]1[C:14]([O:16][C:17]([CH3:20])([CH3:19])[CH3:18])=[O:15].[CH3:23]I>CN(C=O)C>[CH3:23][O:3][CH2:4][C:5]([CH3:22])([CH3:21])[CH2:6][C@H:7]1[CH2:11][O:10][C:9]([CH3:13])([CH3:12])[N:8]1[C:14]([O:16][C:17]([CH3:20])([CH3:19])[CH3:18])=[O:15] |f:0.1|. Procedure: To a suspension of NaH (2.76 g, 69 mmol) in DMF (100 mL) was added dropwise a solution of (S)-tert-butyl 4-(3-hydroxy-2,2-dimethylpropyl)-2,2-dimethyloxazolidine-3-carboxylate (6.6 g, 23 mmol) in DMF (150 mL). After the reaction mixture was stirring for 2 h, MeI (6.53 g, 46 mmol) was added dropwise. The mixture was quenched with NH4Cl (100 mL) and extracted with EtOAc (100 mL×2). The combined organic layers were washed with brine, dried over Na2SO4, and concentrated in vacuo. (S)-tert-butyl 4-(3... The reactants are O (water), C(C)(C)(C)C1=CC(=NO1)NC(=O)NC1=C(C=CC(=C1)O)F (1-(5-tert-butylisoxazol-3-yl)-3-(2-fluoro-5-hydroxyphenyl)urea), ClC1=NC=NC2=CC(=C(C=C12)OC)OC (4-chloro-6,7-dimethoxyquinazoline), C([O-])([O-])=O.[K+].[K+] (potassium carbonate). The solvent is CN(C)C=O (DMF). Reaction conditions: temperature 35 celsius, time 15 hour. Product: C(C)(C)(C)C1=CC(=NO1)NC(=O)NC1=C(C=CC(=C1)OC1=NC=NC2=CC(=C(C=C12)OC)OC)F (1-(5-tert-butylisoxazol-3-yl)-3-(5-(6,7-dimethoxyquinazolin-4-yloxy)-2-fluorophenyl)urea). Isolated yield 7.6%. RXN SMILES: [C:1]([C:5]1[O:9][N:8]=[C:7]([NH:10][C:11]([NH:13][C:14]2[CH:19]=[C:18]([OH:20])[CH:17]=[CH:16][C:15]=2[F:21])=[O:12])[CH:6]=1)([CH3:4])([CH3:3])[CH3:2].Cl[C:23]1[C:32]2[C:27](=[CH:28][C:29]([O:35][CH3:36])=[C:30]([O:33][CH3:34])[CH:31]=2)[N:26]=[CH:25][N:24]=1.C(=O)([O-])[O-].[K+].[K+].O>CN(C=O)C>[C:1]([C:5]1[O:9][N:8]=[C:7]([NH:10][C:11]([NH:13][C:14]2[CH:19]=[C:18]([O:20][C:23]3[C:32]4[C:27](=[CH:28][C:29]([O:35][CH3:36])=[C:30]([O:33][CH3:34])[CH:31]=4)[N:26]=[CH:25][N:24]=3)[CH:17]=[CH:16][C:15]=2[F:21])=[O:12])[CH:6]=1)([CH3:4])([CH3:2])[CH3:3] |f:2.3.4|. Procedure: To a stirred solution of 1-(5-tert-butylisoxazol-3-yl)-3-(2-fluoro-5-hydroxyphenyl)urea (200 mg, 0.68 mmol) and 4-chloro-6,7-dimethoxyquinazoline (153 mg, 0.68 mmol) in DMF (4 mL) at rt, was added potassium carbonate (188 mg, 1.36 mmol). The reaction mixture was stirred at 35° C. for 15 h. The mixture was poured into water, and the resulting brown solid was filtrated, washed with water, and dried to afford the crude product. Purification via reverse-phase preparative HPLC afforded 1-(5-tert-buty... Reactants: BrCC1=C(C=CC=C1)OCCCCCCCCCCCCCC (1-(Bromomethyl)-2-(tetradecyloxy)benzene), N1=C(C=CC=C1)CNC(C)=O (N-2-Pyridylmethylacetamide), [H-].[Na+] (sodium hydride). Solvent: O1CCCC1 (tetrahydrofuran). Run at temperature 0 celsius, time 18 hour. The product is N1=C(C=CC=C1)CN(C(C)=O)CC1=C(C=CC=C1)OCCCCCCCCCCCCCC (N-(2-Pyridinylmethyl)-N-[[2-(tetradecyloxy)phenyl]methyl]acetamide). Isolated yield 33.7%. Reaction SMILES: Br[CH2:2][C:3]1[CH:8]=[CH:7][CH:6]=[CH:5][C:4]=1[O:9][CH2:10][CH2:11][CH2:12][CH2:13][CH2:14][CH2:15][CH2:16][CH2:17][CH2:18][CH2:19][CH2:20][CH2:21][CH2:22][CH3:23].[N:24]1[CH:29]=[CH:28][CH:27]=[CH:26][C:25]=1[CH2:30][NH:31][C:32](=[O:34])[CH3:33].[H-].[Na+]>O1CCCC1>[N:24]1[CH:29]=[CH:28][CH:27]=[CH:26][C:25]=1[CH2:30][N:31]([CH2:2][C:3]1[CH:8]=[CH:7][CH:6]=[CH:5][C:4]=1[O:9][CH2:10][CH2:11][CH2:12][CH2:13][CH2:14][CH2:15][CH2:16][CH2:17][CH2:18][CH2:19][CH2:20][CH2:21][CH2:22][CH3:23])[C:32](=[O:34])[CH3:33] |f:2.3|. Reported procedure: The title compound is prepared by the procedure of Example 27 using 2.45 g of product from Example 22, 0.960 g of product from Example 12, 0.322 g of washed 50% sodium hydride and 30 ml of tetrahydrofuran. The reaction is stirred at 0° C. for 1 hour, room temperature for 18 hours; followed by heating at reflux temperature for 6 hours. The residue is purified by column chromatography (silica gel: 80% ethyl acetate/hexane) to give 0.976 g of the desired product as a yellow oil. The spectral data s...